From a dataset of the Open Reaction Database (ORD), a public repository of structured organic reaction records. describe an organic reaction: reactants, conditions, products, and yield The reactants are ClCCl, O=C(O)C(F)(F)F, CC(C)(C)OC(=O)NCCc1c(I)ccnc1F, [Na+], O=C([O-])O. Product: NCCc1c(I)ccnc1F. As a reaction SMILES: [Cl:31][CH2:32][Cl:33].[F:1][C:2]([F:3])([F:4])[C:5]([OH:6])=[O:7].[F:8][c:9]1[n:10][cH:11][cH:12][c:13]([I:25])[c:14]1[CH2:15][CH2:16][NH:17][C:18](=[O:19])[O:20][C:21]([CH3:22])([CH3:23])[CH3:24].[Na+:30].[O-:26][C:27]([OH:28])=[O:29]>>[F:8][c:9]1[n:10][cH:11][cH:12][c:13]([I:25])[c:14]1[CH2:15][CH2:16][NH2:17]. The reactants are NC[C@H]1N(CCC[C@H]1C)C(=O)C1=C(C=CC(=C1)C)C1=NC=CC=N1 (((2S,3R)-2-(aminomethyl)-3-methylpiperidin-1-yl)(5-methyl-2-(pyrimidin-2-yl)phenyl)methanone), ClC=1OC2=C(N1)C=CC=C2 (2-chlorobenzoxazole). Yields the product O1C(=NC2=C1C=CC=C2)NC[C@H]2N(CCC[C@H]2C)C(=O)C2=C(C=CC(=C2)C)C2=NC=CC=N2 (((2S,3R)-2-((Benzo[d]oxazol-2-ylamino)methyl)-3-methylpiperidin-1-yl)(5-methyl-2-(pyrimidin-2-yl)phenyl)methanone). As a reaction SMILES: [NH2:1][CH2:2][C@@H:3]1[C@H:8]([CH3:9])[CH2:7][CH2:6][CH2:5][N:4]1[C:10]([C:12]1[CH:17]=[C:16]([CH3:18])[CH:15]=[CH:14][C:13]=1[C:19]1[N:24]=[CH:23][CH:22]=[CH:21][N:20]=1)=[O:11].Cl[C:26]1[O:27][C:28]2[CH:34]=[CH:33][CH:32]=[CH:31][C:29]=2[N:30]=1>>[O:27]1[C:28]2[CH:34]=[CH:33][CH:32]=[CH:31][C:29]=2[N:30]=[C:26]1[NH:1][CH2:2][C@@H:3]1[C@H:8]([CH3:9])[CH2:7][CH2:6][CH2:5][N:4]1[C:10]([C:12]1[CH:17]=[C:16]([CH3:18])[CH:15]=[CH:14][C:13]=1[C:19]1[N:20]=[CH:21][CH:22]=[CH:23][N:24]=1)=[O:11]. Reported procedure: The title compound was prepared following the same general protocol as described for Example A2 using ((2S,3R)-2-(aminomethyl)-3-methylpiperidin-1-yl)(5-methyl-2-(pyrimidin-2-yl)phenyl)methanone and 2-chlorobenzoxazole. MS (ESI) 442 (M+H). The reactants are II (iodine), C(OC)COC (glyme), CC(C)[C@@H]1COC(=N1)C2=NC(=CC=C2)C3=N[C@@H](CO3)C(C)C ((R)-(i-Pr)-Pybox), CC(C)[C@H]1COC(=N1)C2=NC(=CC=C2)C3=N[C@H](CO3)C(C)C ((S)-(i-Pr)-Pybox), organozinc, II (iodine), C(C)(=O)OCCCCCCCCCCCBr (11-bromoundecyl acetate), ICCCCCCOC1OCCCC1 (I(CH2)6OTHP). Reagents/catalysts: [Zn] (zinc), Cl[Ni]Cl (NiCl2), [Zn] (zinc). The solvent is CN1CCN(C1=O)C (DMI), CN1CCN(C1=O)C (DMI), C1CCOC1 (THF). Run at temperature 70 celsius, time 12 hour. Yields the product C(C)(=O)OCCCCCCCCCCCCCCCCCOC1OCCCC1 (Tetrahydro-2-(17-acetoxyheptadecyloxy)-2H-pyran). RXN SMILES: II.[C:3]([O:6][CH2:7][CH2:8][CH2:9][CH2:10][CH2:11][CH2:12][CH2:13][CH2:14][CH2:15][CH2:16][CH2:17]Br)(=[O:5])[CH3:4].C(COC)OC.CC([C@H]1N=C(C2C=CC=C(C3OC[C@@H](C(C)C)N=3)N=2)OC1)C.CC([C@@H]1N=C(C2C=CC=C(C3OC[C@H](C(C)C)N=3)N=2)OC1)C.I[CH2:70][CH2:71][CH2:72][CH2:73][CH2:74][CH2:75][O:76][CH:77]1[CH2:82][CH2:81][CH2:80][CH2:79][O:78]1>CN1C(=O)N(C)CC1.C1COCC1.[Zn].Cl[Ni]Cl>[C:3]([O:6][CH2:7][CH2:8][CH2:9][CH2:10][CH2:11][CH2:12][CH2:13][CH2:14][CH2:15][CH2:16][CH2:17][CH2:70][CH2:71][CH2:72][CH2:73][CH2:74][CH2:75][O:76][CH:77]1[CH2:82][CH2:81][CH2:80][CH2:79][O:78]1)(=[O:5])[CH3:4]. Reported procedure: In a 10-ml Schlenk tube, zinc powder (98 mg, 1.5 mmol) was dried at 70° C. under high vacuum for 30 min. After back-filling with nitrogen, DMI (1 ml) and iodine (13 mg, 0.05 mmol) were added. The mixture was stirred until disappearance of the iodine color, after which neat 11-bromoundecyl acetate (293 mg, 1 mmol) was added. The tube was sealed, and the mixture was stirred at 70° C. for 12 h, cooled to the room temperature and zinc excess was allowed to settle. In a 5-ml flask, NiCl2.glyme (17 mg... Reported procedure: The compound was prepared from 2-phenoxymethyl-6,7-dihydro-5H-pyrazolo[1,5-a]pyrazin-4-one and 2,6-dibromopyridine using the method described in the preceding example 43 (5-(2,4-difluoro-phenyl)-2-phenoxymethyl-6,7-dihydro-5H-pyrazolo[1,5-a]pyrazin-4-one). 1H NMR (500 MHz, CDCl3) δ ppm 4.48-4.55 (m, 2H), 4.58-4.63 (m, 2H), 5.13 (s, 2H), 6.98 (t, J=7.4 Hz, 1H), 7.01 (d, J=7.8 Hz, 2H), 7.08 (s, 1H), 7.28-7.34 (m, 3H), 7.60 (t, J=7.9 Hz, 1H), 8.09 (d, J=8.1 Hz, 1H). The reactants are O(C1=CC=CC=C1)CC1=NN2C(C(NCC2)=O)=C1 (2-phenoxymethyl-6,7-dihydro-5H-pyrazolo[1,5-a]pyrazin-4-one), BrC1=NC(=CC=C1)Br (2,6-dibromopyridine), FC1=C(C=CC(=C1)F)N1C(C=2N(CC1)N=C(C2)COC2=CC=CC=C2)=O (5-(2,4-difluoro-phenyl)-2-phenoxymethyl-6,7-dihydro-5H-pyrazolo[1,5-a]pyrazin-4-one). The product is BrC1=CC=CC(=N1)N1C(C=2N(CC1)N=C(C2)COC2=CC=CC=C2)=O (5-(6-Bromo-pyridin-2-yl)-2-phenoxymethyl-6,7-dihydro-5H-pyrazolo[1,5-a]pyrazin-4-one). RXN SMILES: [O:1]([CH2:8][C:9]1[CH:18]=[C:12]2[C:13](=[O:17])[NH:14][CH2:15][CH2:16][N:11]2[N:10]=1)[C:2]1[CH:7]=[CH:6][CH:5]=[CH:4][CH:3]=1.[Br:19][C:20]1[CH:25]=[CH:24][CH:23]=[C:22](Br)[N:21]=1.FC1C=C(F)C=CC=1N1CCN2N=C(COC3C=CC=CC=3)C=C2C1=O>>[Br:19][C:20]1[N:21]=[C:22]([N:14]2[CH2:15][CH2:16][N:11]3[N:10]=[C:9]([CH2:8][O:1][C:2]4[CH:3]=[CH:4][CH:5]=[CH:6][CH:7]=4)[CH:18]=[C:12]3[C:13]2=[O:17])[CH:23]=[CH:24][CH:25]=1. As a reaction SMILES: [Br:1][CH2:2][c:3]1[c:4]([Cl:17])[c:5]([C:6](=[O:7])[O:8][CH3:9])[cH:10][cH:11][c:12]1[S:13](=[O:14])(=[O:15])[CH3:16].[CH3:18][O-:19].[CH3:21][OH:22].[Na+:20]>>[CH2:2]([c:3]1[c:4]([Cl:17])[c:5]([C:6](=[O:7])[O:8][CH3:9])[cH:10][cH:11][c:12]1[S:13](=[O:14])(=[O:15])[CH3:16])[O:19][CH3:18]. Reactants: COC(=O)c1ccc(S(C)(=O)=O)c(CBr)c1Cl, C[O-], CO, [Na+]. Product: COCc1c(S(C)(=O)=O)ccc(C(=O)OC)c1Cl. Starting materials: CN(C)C(OC(C)(C)C)N(C)C (bis-dimethylamino-tert.-butoxymethane), O (water), C(C1=CC=CC=C1)(C1=CC=CC=C1)OC(=O)C=1N2C(C(C2SCC1C)NC(=O)OC(C)(C)C)=O (2-Benzhydryloxycarbonyl-7-tert.-butoxycarbonylamino-3-methyl-8-oxo-5-thia-1-aza-bicyclo[4.2.0]oct-2-ene), C(C)(=O)OCC (ethyl acetate). Run in CN(C=O)C (N,N-dimethylformamide), CN(C=O)C (N,N-dimethylformamide). Reaction conditions: temperature 80 celsius, time 5 minute. The product is C(C1=CC=CC=C1)(C1=CC=CC=C1)OC(=O)C=1N2C(C(C2SCC1C=CN(C)C)NC(=O)OC(C)(C)C)=O (2-benzhydryloxycarbonyl-7-tert.-butoxycarbonylamino-3-(2-dimethylaminovinyl)-8-oxo-5-thia-1-aza-bicyclo[4.2.0]oct-2-ene). The yield is 100.1%. As a reaction SMILES: [CH:1]([O:14][C:15]([C:17]1[N:18]2[CH:21]([S:22][CH2:23][C:24]=1[CH3:25])[CH:20]([NH:26][C:27]([O:29][C:30]([CH3:33])([CH3:32])[CH3:31])=[O:28])[C:19]2=[O:34])=[O:16])([C:8]1[CH:13]=[CH:12][CH:11]=[CH:10][CH:9]=1)[C:2]1[CH:7]=[CH:6][CH:5]=[CH:4][CH:3]=1.[CH3:35][N:36]([CH:38](N(C)C)OC(C)(C)C)[CH3:37].C(OCC)(=O)C.O>CN(C)C=O>[CH:1]([O:14][C:15]([C:17]1[N:18]2[CH:21]([S:22][CH2:23][C:24]=1[CH:25]=[CH:35][N:36]([CH3:38])[CH3:37])[CH:20]([NH:26][C:27]([O:29][C:30]([CH3:33])([CH3:32])[CH3:31])=[O:28])[C:19]2=[O:34])=[O:16])([C:2]1[CH:7]=[CH:6][CH:5]=[CH:4][CH:3]=1)[C:8]1[CH:9]=[CH:10][CH:11]=[CH:12][CH:13]=1. Procedure details: 2-Benzhydryloxycarbonyl-7-tert.-butoxycarbonylamino-3-methyl-8-oxo-5-thia-1-aza-bicyclo[4.2.0]oct-2-ene (90.5 g) is dissolved in anhydrous N,N-dimethylformamide (400 cc). The solution obtained is heated at 80° C. under an atmosphere of nitrogen. A solution, preheated to 80° C., of bis-dimethylamino-tert.-butoxymethane (36.1 g) in anhydrous N,N-dimethylformamide (60 cc) is then added rapidly. The reaction mixture is kept at 80° C. for 5 minutes and then poured into ethyl acetate (3 liters). After...